This data is from the Open Reaction Database (ORD), a public repository of structured organic reaction records. The task is: describe an organic reaction: reactants, conditions, products, and yield Reactants: CN1C(=CC=C1)CC(=O)OC (Methyl 1-methylpyrrole-2-acetate), FC1=CC=C(C=C1)[N+](=O)[O-] (4-fluoro-nitrobenzene), [H-].[Na+] (Sodium hydride). Solvent: CN(C)C=O (DMF). Run at temperature 0 celsius. Product: COC(C(C1=CC=C(C=C1)[N+](=O)[O-])C=1N(C=CC1)C)=O (methyl-2-(1-methylpyrrol-2-yl)-2-(4-nitrophenyl)acetate). The yield is 96.6%. As a reaction SMILES: [CH3:1][N:2]1[CH:6]=[CH:5][CH:4]=[C:3]1[CH2:7][C:8]([O:10][CH3:11])=[O:9].F[C:13]1[CH:18]=[CH:17][C:16]([N+:19]([O-:21])=[O:20])=[CH:15][CH:14]=1.[H-].[Na+]>CN(C=O)C>[CH3:11][O:10][C:8](=[O:9])[CH:7]([C:3]1[N:2]([CH3:1])[CH:6]=[CH:5][CH:4]=1)[C:13]1[CH:18]=[CH:17][C:16]([N+:19]([O-:21])=[O:20])=[CH:15][CH:14]=1 |f:2.3|. Procedure: Methyl 1-methylpyrrole-2-acetate (5.32 g, 34.73 mmol) and 4-fluoro-nitrobenzene (4.9 g, 34.73 mmol) were dissolved in dry DMF (100 ml), and the solution was cooled to 0° C. under nitrogen. Sodium hydride powder (1.75 g, 72.93 mmol) was added in portions. After 30 min the reaction mixture was quenched with 1 M HCl and the product was extracted into ether. The organic extracts were washed with water and brine, and dried over magnesium sulfate. The solvent was removed in vacuo to give methyl-2-(1-m...